Dataset: the Open Reaction Database (ORD), a public repository of structured organic reaction records. Task: describe an organic reaction: reactants, conditions, products, and yield Starting materials: CON(C(=O)C1=CN(C2=CC=CC=C2C1=O)CC1=NC(=CC=C1)Br)C (1-(6-bromo-pyridin-2-ylmethyl)-4-oxo-1,4-dihydro-quinoline-3-carboxylic acid methoxy-methyl-amide), yellow solid. Solvent: [Br-] (bromide), C1CCOC1 (THF). Yields the product BrC1=CC=CC(=N1)CN1C=C(C(C2=CC=CC=C12)=O)C(C1=CC(=CC=C1)N(C)C)=O (1-(6-Bromo-pyridin-2-ylmethyl)-3-(3-dimethylamino-benzoyl)-1H-quinolin-4-one). Reaction SMILES: CON(C)[C:4]([C:6]1[C:15](=[O:16])[C:14]2[C:9](=[CH:10][CH:11]=[CH:12][CH:13]=2)[N:8]([CH2:17][C:18]2[CH:23]=[CH:22][CH:21]=[C:20]([Br:24])[N:19]=2)[CH:7]=1)=[O:5]>C1COCC1.[Br-]>[Br:24][C:20]1[N:19]=[C:18]([CH2:17][N:8]2[C:9]3[C:14](=[CH:13][CH:12]=[CH:11][CH:10]=3)[C:15](=[O:16])[C:6]([C:4](=[O:5])[C:11]3[CH:12]=[CH:13][CH:14]=[C:9]([N:8]([CH3:17])[CH3:7])[CH:10]=3)=[CH:7]2)[CH:23]=[CH:22][CH:21]=1. Procedure details: Experimental conditions analogous to those described for Step 6 of Example 60 from 120 mg (0.30 mmol) of 1-(6-bromo-pyridin-2-ylmethyl)-4-oxo-1,4-dihydro-quinoline-3-carboxylic acid methoxy-methyl-amide in 1 mL THF and 1.3 mL 0.5M 3-N,N-dimethylanilinemagnesium bromide. Yield: 97 mg of a yellow solid. LC-MSD, m/z for C24H20BrN3O2 [M+H]+=462.0, 464.0; HPLC retention time: 2.2 min. Yields the product C(C1=CC=CC=C1)N1N=C(C(=C1)[C@H](C)N[S@](=O)C(C)(C)C)C ((R)—N—((S)-1-(1-benzyl-3-methyl-1H-pyrazol-4-yl)ethyl)-2-methylpropane-2-sulfinamide). Starting materials: C(=O)([O-])[O-].[Cs+].[Cs+] (Cs2CO3), C1=CC=C(C=C1)CBr (BnBr), C(=O)([O-])[O-].[Cs+].[Cs+] (Cs2CO3), N1N=CC=C1 (pyrazole), CC(C)(C)[S@@](=O)N[C@@H](C)C=1C(=NNC1)C ((R)-2-methyl-N—((S)-1-(3-methyl-1H-pyrazol-4-yl)ethyl)propane-2-sulfinamide), C(C1=CC=CC=C1)Br (benzylbromide). Reaction SMILES: [CH3:1][C:2]([S@:5]([NH:7][C@H:8]([C:10]1[C:11]([CH3:15])=[N:12][NH:13][CH:14]=1)[CH3:9])=[O:6])([CH3:4])[CH3:3].C([O-])([O-])=O.[Cs+].[Cs+].[CH2:22](Br)[C:23]1[CH:28]=[CH:27][CH:26]=[CH:25][CH:24]=1.N1C=CC=N1>CN(C=O)C.CCOC(C)=O.CCOC(C)=O.CCCCCCC>[CH2:22]([N:13]1[CH:14]=[C:10]([C@@H:8]([NH:7][S@@:5]([C:2]([CH3:3])([CH3:4])[CH3:1])=[O:6])[CH3:9])[C:11]([CH3:15])=[N:12]1)[C:23]1[CH:28]=[CH:27][CH:26]=[CH:25][CH:24]=1 |f:1.2.3,8.9|. Yield: 37.3%. Conditions: time 2 hour. Procedure: (R)-2-methyl-N—((S)-1-(3-methyl-1H-pyrazol-4-yl)ethyl)propane-2-sulfinamide (290 mg, 1.26 mmol) was dissolved in DMF (5 ml) and added dropwise to a solution of Cs2CO3 (458 mg, 1.41 mmol) in DMF (4 ml). The resulting reaction mixture was stirred at room temperature for 15 min. benzylbromide (216 mg, 1.26 mmol) was added and the reaction was stirred at room temperature for 2 h. LCMS shows mostly product with some starting pyrazole. Added another 0.1 ml of BnBr and 135 mg of Cs2CO3. Stirred another... Solvent: CN(C)C=O (DMF), CCOC(=O)C (EtOAc), CN(C)C=O (DMF), CCOC(=O)C.CCCCCCC (EtOAc heptane). Reactants: N[C@@H]1C[C@H](C1)N1C(C(C=2C1=NC=CN2)(C)C)=O (5-(trans-3-aminocyclobutyl)-7,7-dimethyl-5H-pyrrolo[2,3-b]pyrazin-6(7H)-one), N[C@@H]1C[C@H](C1)N1C(C(C=2C1=NC=CN2)(C)C)=O (5-(trans-3-aminocyclobutyl)-7,7-dimethyl-5H-pyrrolo[2,3-b]pyrazin-6(7H)-one), ClC=1OC2=C(N1)C=CC=C2 (2-chlorobenzo[d]oxazole), C(C)(C)N(CC)C(C)C (diisopropylethylamine). Solvent: CS(=O)C (DMSO). Reaction conditions: temperature 90 celsius, time 17 hour. Product: O1C(=NC2=C1C=CC=C2)N[C@@H]2C[C@H](C2)N2C(C(C=1C2=NC=CN1)(C)C)=O (5-(trans-3-(benzo[d]oxazol-2-ylamino)cyclobutyl)-7,7-dimethyl-5H-pyrrolo[2,3-b]pyrazin-6(7H)-one). Yield: 12.8%. As a reaction SMILES: [NH2:1][C@H:2]1[CH2:5][C@H:4]([N:6]2[C:10]3=[N:11][CH:12]=[CH:13][N:14]=[C:9]3[C:8]([CH3:16])([CH3:15])[C:7]2=[O:17])[CH2:3]1.Cl[C:19]1[O:20][C:21]2[CH:27]=[CH:26][CH:25]=[CH:24][C:22]=2[N:23]=1.C(N(C(C)C)CC)(C)C>CS(C)=O>[O:20]1[C:21]2[CH:27]=[CH:26][CH:25]=[CH:24][C:22]=2[N:23]=[C:19]1[NH:1][C@H:2]1[CH2:5][C@H:4]([N:6]2[C:10]3=[N:11][CH:12]=[CH:13][N:14]=[C:9]3[C:8]([CH3:15])([CH3:16])[C:7]2=[O:17])[CH2:3]1. Procedure: To a round bottomed flask was added 5-(trans-3-aminocyclobutyl)-7,7-dimethyl-5H-pyrrolo[2,3-b]pyrazin-6(7H)-one (Intermediate 30, 0.1663 g, 0.716 mmol, [00391]), 2-chlorobenzo[d]oxazole (0.132 g, 0.859 mmol, Sigma-Aldrich Chemical Company, Inc.), and diisopropylethylamine (0.249 ml, 1.432 mmol, Sigma-Aldrich Chemical Company, Inc.) in DMSO (2.386 ml) to stir at 90° C. for 17 hours. The crude product was purified by reverse-phase preparative HPLC using 0.1% TFA in CH3CN/H2O, gradient 10% to 90% o... The reactants are O=O (O2), imine, CN(C=CC(=O)C=1C=C(C=CC1)N(C(C)=O)CC)C (N-[3-[3-(dimethylamino)-1-oxo-2-propenyl]phenyl]-N-ethylacetamide), NC1=NNC=C1C#N (3-amino-4-cyanopyrazole). The solvent is O (water), O (water). Product: CCN(C=1C=CC=C(C1)C2=CC=NC=3N2N=CC3C#N)C(=O)C (zaleplon). Isolated yield 91.0%. As a reaction SMILES: O=O.C[N:4]([CH3:21])[CH:5]=[CH:6][C:7]([C:9]1[CH:10]=[C:11]([N:15]([CH2:19][CH3:20])[C:16](=[O:18])[CH3:17])[CH:12]=[CH:13][CH:14]=1)=O.N[C:23]1[C:27]([C:28]#[N:29])=C[NH:25][N:24]=1>O>[CH3:20][CH2:19][N:15]([C:16]([CH3:17])=[O:18])[C:11]1[CH:12]=[CH:13][CH:14]=[C:9]([C:7]2[N:25]3[N:24]=[CH:23][C:27]([C:28]#[N:29])=[C:21]3[N:4]=[CH:5][CH:6]=2)[CH:10]=1. Procedure: WO O2/100828 A2 discloses a further improvement in the '538 process by reacting the same intermediates, N-[3-[3-(dimethylamino)-1-oxo-2-propenyl]phenyl]-N-ethylacetamide and 3-amino-4-cyanopyrazole, in a liquid medium of water and a water-miscible organic compound under acidic conditions. Although the reaction is claimed to proceed through an imine intermediate that was prone to precipitate from water, the imine intermediate remained dissolved in the reaction media. It is stated in the '828 pate... Starting materials: CN(C)c1ccncc1, CC(C)N=C=NC(C)C, N#Cc1ccc(Cl)nc1CC(=O)O, ClCCl, O=[N+]([O-])c1ccc(O)cc1. The product is N#Cc1ccc(Cl)nc1CC(=O)Oc1ccc([N+](=O)[O-])cc1. Reaction SMILES: [CH3:33][N:34]([c:35]1[cH:36][cH:37][n:38][cH:39][cH:40]1)[CH3:41].[CH:1]([N:2]=[C:3]=[N:4][CH:5]([CH3:6])[CH3:7])([CH3:8])[CH3:9].[Cl:10][c:11]1[cH:12][cH:13][c:14]([C:21]#[N:22])[c:15]([CH2:17][C:18](=[O:19])[OH:20])[n:16]1.[Cl:42][CH2:43][Cl:44].[N+:23](=[O:24])([O-:25])[c:26]1[cH:27][cH:28][c:29]([OH:32])[cH:30][cH:31]1>>[Cl:10][c:11]1[cH:12][cH:13][c:14]([C:21]#[N:22])[c:15]([CH2:17][C:18]([O:19][c:29]2[cH:28][cH:27][c:26]([N+:23](=[O:24])[O-:25])[cH:31][cH:30]2)=[O:20])[n:16]1. Procedure details: 3,6-Dichloropyridazine (25.0 g, 0.168 mol) was dissolved in morpholine (120 mol), for reflux condition for 24 hours. After cooling, the deposited crystal was filtered, to give 3,6-dimorpholinopyridazine in white crystal (33.7 g as a yield of 80%). Reaction SMILES: Cl[C:2]1[N:3]=[N:4][C:5](Cl)=[CH:6][CH:7]=1.[NH:9]1[CH2:14][CH2:13][O:12][CH2:11][CH2:10]1>>[O:12]1[CH2:13][CH2:14][N:9]([C:2]2[N:3]=[N:4][C:5]([N:9]3[CH2:14][CH2:13][O:12][CH2:11][CH2:10]3)=[CH:6][CH:7]=2)[CH2:10][CH2:11]1. The reactants are ClC=1N=NC(=CC1)Cl (3,6-Dichloropyridazine), N1CCOCC1 (morpholine). Product: O1CCN(CC1)C=1N=NC(=CC1)N1CCOCC1 (3,6-dimorpholinopyridazine). The yield is 80.0%. The reactants are CCCC(NC(=O)c1cnn(-c2ccc(Cl)cc2)c1C)c1ccnc(S(=O)(=O)CCC(=O)OC)c1, C[O-], CC(=O)[O-], CS(C)=O, CO, CCOC(C)=O, NOS(=O)(=O)O, [Na+], [Na+], [Na], O. The product is CCCC(NC(=O)c1cnn(-c2ccc(Cl)cc2)c1C)c1ccnc(S(N)(=O)=O)c1. RXN SMILES: [CH3:1][O:2][C:3](=[O:4])[CH2:5][CH2:35][S:6](=[O:7])(=[O:8])[c:9]1[n:10][cH:11][cH:12][c:13]([CH:15]([CH2:16][CH2:17][CH3:18])[NH:19][C:20](=[O:21])[c:22]2[cH:23][n:24][n:25](-[c:28]3[cH:29][cH:30][c:31]([Cl:34])[cH:32][cH:33]3)[c:26]2[CH3:27])[cH:14]1.[CH3:36][O-:37].[CH3:47][C:48](=[O:49])[O-:50].[CH3:51][S:52]([CH3:53])=[O:54].[CH3:55][OH:56].[CH3:58][CH2:59][O:60][C:61]([CH3:62])=[O:63].[NH2:40][O:41][S:42]([OH:43])(=[O:44])=[O:45].[Na+:38].[Na+:46].[Na:39].[OH2:57]>>[S:6](=[O:7])(=[O:8])([c:9]1[n:10][cH:11][cH:12][c:13]([CH:15]([CH2:16][CH2:17][CH3:18])[NH:19][C:20](=[O:21])[c:22]2[cH:23][n:24][n:25](-[c:28]3[cH:29][cH:30][c:31]([Cl:34])[cH:32][cH:33]3)[c:26]2[CH3:27])[cH:14]1)[NH2:40]. Procedure details: 3-Butyryl-4-(2-methylphenylamino)-8-hydroxyquinoline (3.2 g, 10 mmol) was dried by azeotroping with toluene, then dissolved in dry ethanol (20 ml). Sodium (0.23 g, 10 mmol) was dissolved in ethanol (15 ml), and added to the hydroxyquinoline. The resulting solution was evaporated, and the solid redissolved in toluene (50 ml). 3-chloro-N-methyl-N-(3-phenylpropyl)-1-propylamine hydrochloride (1.5 g, 5.7 mmol) was added and the mixture heated at reflux under nitrogen for 3 hours. Evaporation of the ... Solvent: C(C)O (ethanol). The yield is 31.0%. Reactants: C(CCC)(=O)C=1C=NC2=C(C=CC=C2C1NC1=C(C=CC=C1)C)O (3-Butyryl-4-(2-methylphenylamino)-8-hydroxyquinoline), [Na] (Sodium), Cl.ClCCCN(CCCC1=CC=CC=C1)C (3-chloro-N-methyl-N-(3-phenylpropyl)-1-propylamine hydrochloride), OC1=NC2=CC=CC=C2C=C1 (hydroxyquinoline). Product: C(CCC)(=O)C=1C=NC2=C(C=CC=C2C1NC1=C(C=CC=C1)C)OCCCN(CCCC1=CC=CC=C1)C (3-butyryl-4-(2-methylphenylamino)-8-(3-(N-methyl-N-(3-phenylpropyl)amino)propoxy)quinoline). RXN SMILES: [C:1]([C:6]1[CH:7]=[N:8][C:9]2[C:14]([C:15]=1[NH:16][C:17]1[CH:22]=[CH:21][CH:20]=[CH:19][C:18]=1[CH3:23])=[CH:13][CH:12]=[CH:11][C:10]=2[OH:24])(=[O:5])[CH2:2][CH2:3][CH3:4].[Na].OC1C=CC2C(=CC=CC=2)N=1.Cl.Cl[CH2:39][CH2:40][CH2:41][N:42]([CH3:52])[CH2:43][CH2:44][CH2:45][C:46]1[CH:51]=[CH:50][CH:49]=[CH:48][CH:47]=1>C(O)C>[C:1]([C:6]1[CH:7]=[N:8][C:9]2[C:14]([C:15]=1[NH:16][C:17]1[CH:22]=[CH:21][CH:20]=[CH:19][C:18]=1[CH3:23])=[CH:13][CH:12]=[CH:11][C:10]=2[O:24][CH2:39][CH2:40][CH2:41][N:42]([CH3:52])[CH2:43][CH2:44][CH2:45][C:46]1[CH:51]=[CH:50][CH:49]=[CH:48][CH:47]=1)(=[O:5])[CH2:2][CH2:3][CH3:4] |f:3.4,^1:24|. Starting materials: BrB(Br)Br, ClCCl, Cl, COc1cc(C=CC(=O)c2ccccc2)cc(C(F)(F)F)c1O. Product: O=C(C=Cc1cc(O)c(O)c(C(F)(F)F)c1)c1ccccc1. As a reaction SMILES: [B:24]([Br:25])([Br:26])[Br:27].[Cl:29][CH2:30][Cl:31].[ClH:28].[c:1]1([C:7]([CH:8]=[CH:9][c:10]2[cH:11][c:12]([O:21][CH3:22])[c:13]([OH:20])[c:14]([C:16]([F:17])([F:18])[F:19])[cH:15]2)=[O:23])[cH:2][cH:3][cH:4][cH:5][cH:6]1>>[c:1]1([C:7]([CH:8]=[CH:9][c:10]2[cH:11][c:12]([OH:21])[c:13]([OH:20])[c:14]([C:16]([F:17])([F:18])[F:19])[cH:15]2)=[O:23])[cH:2][cH:3][cH:4][cH:5][cH:6]1.